From a dataset of the Open Reaction Database (ORD), a public repository of structured organic reaction records. describe an organic reaction: reactants, conditions, products, and yield Reactants: C(C)(C)(C)OC(N[C@@H](CCCNC(=O)OC(C)(C)C)CNC(CNC(=O)[C@@H]1CC2=C(C=CC(C=3C=CC(=C(C[C@@H](C(N[C@H](C(N1)=O)CCCNC(=O)OC(C)(C)C)=O)NC(=O)OC(C)(C)C)C3)O)=C2)O)=O)=O (tert-Butyl[(1S)-4-[(tert-butoxycarbonyl)amino]-1-({[({[(8S,11S,14S)-14-[(tert-butoxycarbonyl)amino]-11-{3-[(tert-butoxycarbonyl)amino]propyl}-5,17-dihydroxy-10,13-dioxo-9,12-diazatricyclo[14.3.1.12,6]henicosa-1(20),2(21),3,5,16,18-hexaen-8-yl]carbonyl}amino)acetyl]amino}methyl)butyl]carbamate), Cl (hydrogen chloride). Solvent: O1CCOCC1 (dioxane), O1CCOCC1 (dioxane). Reaction conditions: time 2 hour. Product: Cl.Cl.Cl.Cl.N[C@@H]1C(N[C@H](C(N[C@@H](CC2=C(C=CC(C=3C=CC(=C(C1)C3)O)=C2)O)C(=O)NCC(=O)NC[C@H](CCCN)N)=O)CCCN)=O ((8S,11S,14S)-14-Amino-11-(3-aminopropyl)-N-(2-{[(2S)-2,5-diaminopentyl]amino}-2-oxoethyl)-5,17-dihydroxy-10,13-dioxo-9,12-diazatricyclo[14.3.1.12,6]henicosa-1(20),2(21),3,5,16,18-hexaene-8-carboxamide tetrahydrochloride). As a reaction SMILES: C(OC(=O)[NH:7][C@H:8]([CH2:20][NH:21][C:22](=[O:71])[CH2:23][NH:24][C:25]([C@H:27]1[NH:45][C:44](=[O:46])[C@H:43]([CH2:47][CH2:48][CH2:49][NH:50]C(OC(C)(C)C)=O)[NH:42][C:41](=[O:58])[C@@H:40]([NH:59]C(OC(C)(C)C)=O)[CH2:39][C:38]2[CH:67]=[C:34]([CH:35]=[CH:36][C:37]=2[OH:68])[C:33]2=[CH:69][C:29](=[C:30]([OH:70])[CH:31]=[CH:32]2)[CH2:28]1)=[O:26])[CH2:9][CH2:10][CH2:11][NH:12]C(OC(C)(C)C)=O)(C)(C)C.[ClH:73]>O1CCOCC1>[ClH:73].[ClH:73].[ClH:73].[ClH:73].[NH2:59][C@H:40]1[CH2:39][C:38]2[CH:67]=[C:34]([CH:35]=[CH:36][C:37]=2[OH:68])[C:33]2=[CH:69][C:29](=[C:30]([OH:70])[CH:31]=[CH:32]2)[CH2:28][C@@H:27]([C:25]([NH:24][CH2:23][C:22]([NH:21][CH2:20][C@@H:8]([NH2:7])[CH2:9][CH2:10][CH2:11][NH2:12])=[O:71])=[O:26])[NH:45][C:44](=[O:46])[C@H:43]([CH2:47][CH2:48][CH2:49][NH2:50])[NH:42][C:41]1=[O:58] |f:3.4.5.6.7|. Procedure: 11.5 mg (0.011 mmol) of the compound from Example 178A are dissolved at 0° C. in 1 ml of dioxane. Then, 0.2 ml of a 4N hydrogen chloride solution in dioxane are added and the mixture is stirred at RT for 2 h. The mixture is evaporated to dryness in vacuo, and the residue is dried to constant weight under high vacuum. The reactants are [OH-].[K+] (potassium hydroxide), [SH-].[Na+] (sodium hydrosulfide), ClC1=CC(=NC=2N1N=CC2C(=O)OCC)C (7-chloro-3-ethoxycarbonyl-5-methylpyrazolo[1,5-a]pyrimidine), Cl (hydrochloric acid), Cl (hydrochloric acid). The solvent is O (water), O (water). Conditions: temperature 60 celsius, time 1 hour. Product: C(=O)(O)C=1C=NN2C1N=C(C=C2S)C (3-carboxy-7-mercapto-5-methylpyrazolo[1,5-a]pyrimidine). The yield is 95.6%. As a reaction SMILES: [SH-:1].[Na+].Cl[C:4]1[N:9]2[N:10]=[CH:11][C:12]([C:13]([O:15]CC)=[O:14])=[C:8]2[N:7]=[C:6]([CH3:18])[CH:5]=1.Cl.[OH-].[K+]>O>[C:13]([C:12]1[CH:11]=[N:10][N:9]2[C:4]([SH:1])=[CH:5][C:6]([CH3:18])=[N:7][C:8]=12)([OH:15])=[O:14] |f:0.1,4.5|. Reported procedure: To a solution of 19 g of sodium hydrosulfide dissolved in 2 liter of water. 19 g (79 mmole) of 7-chloro-3-ethoxycarbonyl-5-methylpyrazolo[1,5-a]pyrimidine was added and stirred at 60° C. for 1 hour. 1he pH of the mixture was adjusted to about 2 with 2N hydrochloric acid under ice-cooling and stirring and the crystals precipitated were collected by filtration and washed with water. The crystals obtained were added to a solution containing 20 g of potassium hydroxide and 150 ml of water and stirre... Starting materials: CN(CCCl)CCCl, Nc1cc([N+](=O)[O-])ccc1Cl, Clc1ccccc1, ClCCl, Cl. Reaction SMILES: [CH3:13][N:14]([CH2:15][CH2:16][Cl:20])[CH2:18][CH2:19][Cl:17].[Cl:1][c:2]1[c:3]([NH2:11])[cH:4][c:5]([N+:8](=[O:9])[O-:10])[cH:6][cH:7]1.[Cl:21][c:22]1[cH:23][cH:24][cH:25][cH:26][cH:27]1.[Cl:28][CH2:29][Cl:30].[ClH:12]>>[Cl:1][c:2]1[c:3]([N:11]2[CH2:16][CH2:15][N:14]([CH3:13])[CH2:18][CH2:19]2)[cH:4][c:5]([N+:8](=[O:9])[O-:10])[cH:6][cH:7]1. Product: CN1CCN(c2cc([N+](=O)[O-])ccc2Cl)CC1. Reactants: C(C)C1=NC=2C(=NC(=CC2C)C)N1CC=1C=CC\2=C(OCC3=C(/C2=C(\C#N)/C)C=CC=C3)C1 ((E)-2-[3-(2-Ethyl-5,7-dimethyl-3H-imidazo[4,5-b]pyridin-3-yl)methyl-6,11-dihydrodibenzo[b,e]oxepin-11-ylidene]propiononitrile), OCC=1C=CC\2=C(OCC3=C(/C2=C(\C#N)/C)C=CC=C3)C1 ((E)-2-(3-hydroxymethyl-6,11-dihydrodibenzo[b,e]oxepin-11-ylidene)propiononitrile). Product: C(C)C1=NC=2C(=NC(=CC2C)C)N1 (2-ethyl-5,7-dimethyl-3H-imidazo[4,5-b]pyridine). The yield is 369.9%. As a reaction SMILES: [CH2:1]([C:3]1[N:13](CC2C=CC3=C(C=2)OCC2C=CC=CC=2/C/3=C(/C)\C#N)[C:6]2=[N:7][C:8]([CH3:12])=[CH:9][C:10]([CH3:11])=[C:5]2[N:4]=1)[CH3:2].OCC1C=CC2=C(C=1)OCC1C=CC=CC=1/C/2=C(/C)\C#N>>[CH2:1]([C:3]1[NH:13][C:6]2=[N:7][C:8]([CH3:12])=[CH:9][C:10]([CH3:11])=[C:5]2[N:4]=1)[CH3:2]. Procedure details: [step 1] (E)-2-[3-(2-Ethyl-5,7-dimethyl-3H-imidazo[4,5-b]pyridin-3-yl)methyl-6,11-dihydrodibenzo[b,e]oxepin-11-ylidene]propiononitrile (168 mg, 27%) was obtained in the same manner as in step 1 of Example 104, using (E)-2-(3-hydroxymethyl-6,11-dihydrodibenzo[b,e]oxepin-11-ylidene)propiononitrile (264 mg, 0.952 mmol) obtained in Reference Example 30 and 2-ethyl-5,7-dimethyl-3H-imidazo[4,5-b]pyridine (250 mg, 1.43 mmol). Reactants: COC1=C(CNC(CC[C@H](N)C(=O)O)=O)C(=CC(=C1)OC)OC (N'(2,4,6-trimethoxybenzyl)-L-glutamine), C(=O)(OCC1C2=CC=CC=C2C2=CC=CC=C12)C1C(=O)NC(C1)=O (Fmoc-succinimide). Run in C(Cl)(Cl)Cl.CO.C(C)(=O)O (chloroform methanol acetic acid). Product: N([C@@H](CCC(NCC1=C(OC)C=C(OC)C=C1OC)=O)C(=O)O)C(=O)OCC1C2=CC=CC=C2C2=CC=CC=C12 (Fmoc-Gln(Tmob)-OH). Reaction SMILES: [CH3:1][O:2][C:3]1[CH:19]=[C:18]([O:20][CH3:21])[CH:17]=[C:16]([O:22][CH3:23])[C:4]=1[CH2:5][NH:6][C:7](=[O:15])[CH2:8][CH2:9][C@@H:10]([C:12]([OH:14])=[O:13])[NH2:11].[C:24](C1CC(=O)NC1=O)([O:26][CH2:27][CH:28]1[C:40]2[C:35](=[CH:36][CH:37]=[CH:38][CH:39]=2)[C:34]2[C:29]1=[CH:30][CH:31]=[CH:32][CH:33]=2)=[O:25]>C(Cl)(Cl)Cl.CO.C(O)(=O)C>[NH:11]([C:24]([O:26][CH2:27][CH:28]1[C:29]2[C:34](=[CH:33][CH:32]=[CH:31][CH:30]=2)[C:35]2[C:40]1=[CH:39][CH:38]=[CH:37][CH:36]=2)=[O:25])[C@H:10]([C:12]([OH:14])=[O:13])[CH2:9][CH2:8][C:7](=[O:15])[NH:6][CH2:5][C:4]1[C:3]([O:2][CH3:1])=[CH:19][C:18]([O:20][CH3:21])=[CH:17][C:16]=1[O:22][CH3:23] |f:2.3.4|. Reported procedure: N'(2,4,6-trimethoxybenzyl)-L-glutamine (0.97 g, 3 mmol) was reacted with Fmoc-succinimide as described in Step 3 of Example 1 to give 1.23 g (78%), thin layer chromatography 1 spot Rf 0.35 chloroform/methanol/acetic acid (90:5:5). Starting materials: ClC=1C=C(C=CC1)C(CNC(CC1=CC2=C(OC(O2)(C(=O)O)C(=O)O)C=C1)C)O (5-{2-[2-(3-chloro-phenyl)-2-hydroxy-ethylamino]-propyl}-benzo[1,3]dioxole-2,2-dicarboxylic acid), C(CCCC)O (1-pentanol). Product: C(CCCC)OC(=O)C1(OC2=C(O1)C=CC(=C2)CC(C)NCC(O)C2=CC(=CC=C2)Cl)C(=O)OCCCCC (5-{2-[2-(3-Chloro-phenyl)-2-hydroxy-ethylamino]-propyl}-benzo[1,3]dioxole-2,2-dicarboxylic acid dipentyl ester), O(CC)CC.Cl (Et2O hydrochloride). As a reaction SMILES: [Cl:1][C:2]1[CH:3]=[C:4]([CH:8]([OH:29])[CH2:9][NH:10][CH:11]([CH3:28])[CH2:12][C:13]2[CH:27]=[CH:26][C:16]3[O:17][C:18]([C:23]([OH:25])=[O:24])([C:20]([OH:22])=[O:21])[O:19][C:15]=3[CH:14]=2)[CH:5]=[CH:6][CH:7]=1.[CH2:30](O)[CH2:31][CH2:32][CH2:33][CH3:34]>>[CH2:30]([O:24][C:23]([C:18]1([C:20]([O:22][CH2:6][CH2:7][CH2:2][CH2:3][CH3:4])=[O:21])[O:17][C:16]2[CH:26]=[CH:27][C:13]([CH2:12][CH:11]([NH:10][CH2:9][CH:8]([C:4]3[CH:5]=[CH:6][CH:7]=[C:2]([Cl:1])[CH:3]=3)[OH:29])[CH3:28])=[CH:14][C:15]=2[O:19]1)=[O:25])[CH2:31][CH2:32][CH2:33][CH3:34].[O:17]([CH2:18][CH3:20])[CH2:16][CH3:15].[ClH:1] |f:3.4|. Procedure: The title compound was prepared from 5-{2-[2-(3-chloro-phenyl)-2-hydroxy-ethylamino]-propyl}-benzo[1,3]dioxole-2,2-dicarboxylic acid and 1-pentanol as a brown gum according to the procedure of Example 1, leaving out the final HCl(g) /Et2O hydrochloride salt forming step: 1H NMR (300 MHz, CDCl3): δ 0.90 (t, J=6.9 Hz, 3H), 1.21-1.41 (brm, 10H), 1.67 (t, J=7.0 Hz, 4H), 1.80-2.10 (brs, 1H), 2.80 (t, J=6.5 Hz, 1H), 3.05-3.19 (brm, 2H), 3.45 (d, J=10.4 Hz, 2H), 4.28 (t, J=6.7 Hz, 4H), 5.46 (d, J=9.6 H... Starting materials: ClC1=C(C=CC2=CC=CC=C12)OCCN(C)CC=1OC=CC1 (2-[(1-chloronaphthalen-2-yl)oxy]-N-(furan-2-ylmethyl)-N-methylethanamine), CI (MeI). The solvent is C1CCOC1 (THF). The product is [I-].ClC1=C(C=CC2=CC=CC=C12)OCC[N+](C)(C)CC=1OC=CC1 (2-[(1-chloronaphthalen-2-yl)oxy]-N-(furan-2-ylmethyl)-N,N-dimethylethanaminium iodide). Isolated yield 92.0%. RXN SMILES: [Cl:1][C:2]1[C:11]2[C:6](=[CH:7][CH:8]=[CH:9][CH:10]=2)[CH:5]=[CH:4][C:3]=1[O:12][CH2:13][CH2:14][N:15]([CH2:17][C:18]1[O:19][CH:20]=[CH:21][CH:22]=1)[CH3:16].[CH3:23][I:24]>C1COCC1>[I-:24].[Cl:1][C:2]1[C:11]2[C:6](=[CH:7][CH:8]=[CH:9][CH:10]=2)[CH:5]=[CH:4][C:3]=1[O:12][CH2:13][CH2:14][N+:15]([CH2:17][C:18]1[O:19][CH:20]=[CH:21][CH:22]=1)([CH3:23])[CH3:16] |f:3.4|. Procedure details: A solution of 2-[(1-chloronaphthalen-2-yl)oxy]-N-(furan-2-ylmethyl)-N-methylethanamine (38) (0.05 mmol) was dissolved in 3 mL of THF; then 0.10 mmol of MeI were added under stirring and allowed to react for 14 h at room temperature. The solvent was evaporated under vacuum and the resulting crude was triturated with 5 mL of n-hexane for 2 h. The solid was filtered and dried at 50° C. under reduce pressure to afford 2-[(1-chloronaphthalen-2-yl)oxy]-N-(furan-2-ylmethyl)-N,N-dimethylethanaminium iod...